Dataset: the Open Reaction Database (ORD), a public repository of structured organic reaction records. Task: describe an organic reaction: reactants, conditions, products, and yield Starting materials: C(C=C)C=1C(=C(C(=C(C(=O)C2=CC(=C(C=C2)Cl)S(=O)(=O)N=CN(C)C)C1)Cl)Cl)O (5-allyl-4-hydroxy-3'-dimethylaminomethyleneaminosulfonyl-2,3,4'-trichlorobenzophenone), ClC1=CC(=CC=C1)C(=O)OO (metachloroperbenzoic acid), ClC1=CC(=CC=C1)C(=O)OO (metachloroperbenzoic acid). Run in C(Cl)Cl (methylene chloride), C(Cl)Cl (methylene chloride). Run at temperature 35 celsius, time 1 hour. The product is ClC1=C(C2=C(CC(O2)CO)C=C1C(C1=CC(=C(C=C1)Cl)S(=O)(=O)N=CN(C)C)=O)Cl (6,7-Dichloro-5-(4-chloro-3-dimethylaminomethyleneaminosulfonylbenzoyl)-2,3-dihydro-2-hydroxymethylbenzofuran). As a reaction SMILES: [CH2:1]([C:4]1[C:5]([OH:29])=[C:6]([Cl:28])[C:7]([Cl:27])=[C:8]([CH:26]=1)[C:9]([C:11]1[CH:16]=[CH:15][C:14]([Cl:17])=[C:13]([S:18]([N:21]=[CH:22][N:23]([CH3:25])[CH3:24])(=[O:20])=[O:19])[CH:12]=1)=[O:10])[CH:2]=[CH2:3].ClC1C=CC=C(C(OO)=[O:38])C=1>C(Cl)Cl>[Cl:27][C:7]1[C:8]([C:9](=[O:10])[C:11]2[CH:16]=[CH:15][C:14]([Cl:17])=[C:13]([S:18]([N:21]=[CH:22][N:23]([CH3:24])[CH3:25])(=[O:19])=[O:20])[CH:12]=2)=[CH:26][C:4]2[CH2:1][CH:2]([CH2:3][OH:38])[O:29][C:5]=2[C:6]=1[Cl:28]. Reported procedure: 14.7 g (31 mmol) of 5-allyl-4-hydroxy-3'-dimethylaminomethyleneaminosulfonyl-2,3,4'-trichlorobenzophenone are suspended, with exclusion of moisture, in 60 ml of methylene chloride and, while cooling in an icebath, a solution of 7.4 g (43 mmol) of 90% pure metachloroperbenzoic acid in 60 ml of methylene chloride is added dropwise. The mixture is stirred for about one hour in the icebath and then briefly heated to 35° to 40° C., whereupon a clear solution is obtained. After allowing to stand at ro... Reactants: CC=1C=C(C=NC1)C12CCCN2CCC1 (7a-(5-methyl-3-pyridinyl)-hexahydro-1H-pyrrolizine), Cl (HCl). Solvent: CCOCC (Et2O), CCOCC (Et2O). The product is Cl.CC=1C=C(C=NC1)C12CCCN2CCC1 (7a-(5-methyl-3-pyridinyl)-hexahydro-1H-pyrrolizine hydrochloride salt). Yield: 87.0%. Reaction SMILES: [CH3:1][C:2]1[CH:3]=[C:4]([C:8]23[CH2:15][CH2:14][CH2:13][N:12]2[CH2:11][CH2:10][CH2:9]3)[CH:5]=[N:6][CH:7]=1.[ClH:16]>CCOCC>[ClH:16].[CH3:1][C:2]1[CH:3]=[C:4]([C:8]23[CH2:15][CH2:14][CH2:13][N:12]2[CH2:11][CH2:10][CH2:9]3)[CH:5]=[N:6][CH:7]=1 |f:3.4|. Reported procedure: 7a-(5-methyl-3-pyridinyl)-hexahydro-1H-pyrrolizine (109 mg, 0.54 mmol) was dissolved in Et2O, and Et2O saturated with HCl (g) was added. The solvent was removed, and the solid was triturated with Et2O and dried to afford the title compound as a white powder (112 mg, 87%); mp 153°-154° C.; 1H NMR D2O, 300 MHz) δ2.12-2.49 (m, 9H), 2.57-2.66 (m, 2H), 3.34-3.43 (m, 2H), 3.79-3.87 (m, 2H), 7.90 (s, 1H), 8.46 (s, 1H), 8.52 (s, 1H); MS (CI/NH3) m/z: 203 (M+H)+ ; MS (CI/NH3): m/z 203 (M+H+), 220 (M+NH4+...